Dataset: the Open Reaction Database (ORD), a public repository of structured organic reaction records. Task: describe an organic reaction: reactants, conditions, products, and yield Reactants: CC(C)O, CCC1Cc2ccccc2N1C(=O)c1cc(Cl)ncn1, Cl, Nc1ccc2c(c1)CC1(C2)C(=O)Nc2ncccc21. Product: CCC1Cc2ccccc2N1C(=O)c1cc(Nc2ccc3c(c2)CC2(C3)C(=O)Nc3ncccc32)ncn1. RXN SMILES: [CH3:41][CH:42]([OH:43])[CH3:44].[Cl:20][c:21]1[cH:22][c:23]([C:27](=[O:28])[N:29]2[CH:30]([CH2:38][CH3:39])[CH2:31][c:32]3[cH:33][cH:34][cH:35][cH:36][c:37]32)[n:24][cH:25][n:26]1.[ClH:40].[NH2:1][c:2]1[cH:3][c:4]2[c:8]([cH:9][cH:10]1)[CH2:7][C:6]1([CH2:5]2)[C:11](=[O:19])[NH:12][c:13]2[n:14][cH:15][cH:16][cH:17][c:18]21>>[NH:1]([c:2]1[cH:3][c:4]2[c:8]([cH:9][cH:10]1)[CH2:7][C:6]1([CH2:5]2)[C:11](=[O:19])[NH:12][c:13]2[n:14][cH:15][cH:16][cH:17][c:18]21)[c:21]1[cH:22][c:23]([C:27](=[O:28])[N:29]2[CH:30]([CH2:38][CH3:39])[CH2:31][c:32]3[cH:33][cH:34][cH:35][cH:36][c:37]32)[n:24][cH:25][n:26]1. Reported procedure: 5,10-Dihydro-2-methoxy-1,3-dimethyl-8-isopropylindeno[1,2-b]indole (0.50 g, 1.64 mmol) was dissolved in dry dichloromethane (DCM, 2 cm3) under anhydrous conditions and cooled to -78° C. Boron tribromide (2 cm3 1.2 eq of 1 M solution in DCM) was added, and warmed to room temperature, whereupon a suspension formed. After 20 minutes, this had re-dissolved. Water (2 cm3) was cautiously added, and the mixture extracted between more DCM, and saturated sodium bicarbonate solution (some solid around dur... Run in ClCCl (dichloromethane). Yield: 90.0%. Reaction conditions: temperature -78 celsius, time 20 minute. Starting materials: B(Br)(Br)Br (Boron tribromide), COC=1C(=C2CC3=C(NC=4C=CC(=CC34)C(C)C)C2=CC1C)C (5,10-Dihydro-2-methoxy-1,3-dimethyl-8-isopropylindeno[1,2-b]indole), O (Water). RXN SMILES: C[O:2][C:3]1[C:4]([CH3:23])=[C:5]2[C:19](=[CH:20][C:21]=1[CH3:22])[C:8]1[NH:9][C:10]3[CH:11]=[CH:12][C:13]([CH:16]([CH3:18])[CH3:17])=[CH:14][C:15]=3[C:7]=1[CH2:6]2.B(Br)(Br)Br.O>ClCCl>[OH:2][C:3]1[C:4]([CH3:23])=[C:5]2[C:19](=[CH:20][C:21]=1[CH3:22])[C:8]1[NH:9][C:10]3[CH:11]=[CH:12][C:13]([CH:16]([CH3:18])[CH3:17])=[CH:14][C:15]=3[C:7]=1[CH2:6]2. Yields the product OC=1C(=C2CC3=C(NC=4C=CC(=CC34)C(C)C)C2=CC1C)C (5,10-Dihydro-2-hydroxy-1,3-dimethyl-8-isopropylindeno[1,2-b]indole). Procedure details: To the solution of methyl 4-fluoro-2-nitrobenzoate (1.1 g) and 3-(3,5-dichlorophenyl)-3-(trifluoromethyl)pyrrolidine (1.5 g) in 1-methyl-2-pyrrolidinone was added potassium carbonate (1.5 g) and the mixture was heated with stirring at 100° C. for two hours. The mixture was cooled to room temperature and then poured into water, which was then extracted twice with ethyl acetate. The organic layer was combined, which was then washed with water and dried over anhydrous magnesium sulfate. After the d... The reactants are O (water), FC1=CC(=C(C(=O)OC)C=C1)[N+](=O)[O-] (methyl 4-fluoro-2-nitrobenzoate), ClC=1C=C(C=C(C1)Cl)C1(CNCC1)C(F)(F)F (3-(3,5-dichlorophenyl)-3-(trifluoromethyl)pyrrolidine), C([O-])([O-])=O.[K+].[K+] (potassium carbonate). Run in CN1C(CCC1)=O (1-methyl-2-pyrrolidinone). Product: ClC=1C=C(C=C(C1)Cl)C1(CN(CC1)C1=CC(=C(C(=O)OC)C=C1)[N+](=O)[O-])C(F)(F)F (methyl 4-[3-(3,5-dichlorophenyl)-3-(trifluoromethyl)pyrrolidin-1-yl]-2-nitrobenzoate). Isolated yield 50.7%. Reaction conditions: temperature 100 celsius, time 2 hour. RXN SMILES: F[C:2]1[CH:11]=[CH:10][C:5]([C:6]([O:8][CH3:9])=[O:7])=[C:4]([N+:12]([O-:14])=[O:13])[CH:3]=1.[Cl:15][C:16]1[CH:17]=[C:18]([C:23]2([C:28]([F:31])([F:30])[F:29])[CH2:27][CH2:26][NH:25][CH2:24]2)[CH:19]=[C:20]([Cl:22])[CH:21]=1.C(=O)([O-])[O-].[K+].[K+].O>CN1CCCC1=O>[Cl:22][C:20]1[CH:19]=[C:18]([C:23]2([C:28]([F:31])([F:30])[F:29])[CH2:27][CH2:26][N:25]([C:2]3[CH:11]=[CH:10][C:5]([C:6]([O:8][CH3:9])=[O:7])=[C:4]([N+:12]([O-:14])=[O:13])[CH:3]=3)[CH2:24]2)[CH:17]=[C:16]([Cl:15])[CH:21]=1 |f:2.3.4|. The reactants are CCCCCC(=O)Cl, CC(C)(N)C(=O)O, [Na+], [OH-], O, c1ccccc1. Yields the product CCCCCC(=O)NC(C)(C)C(=O)O. RXN SMILES: [C:8]([CH2:9][CH2:10][CH2:11][CH2:12][CH3:13])(=[O:14])[Cl:15].[CH3:1][C:2]([CH3:3])([NH2:4])[C:5]([OH:6])=[O:7].[Na+:17].[OH-:16].[OH2:24].[cH:18]1[cH:19][cH:20][cH:21][cH:22][cH:23]1>>[CH3:1][C:2]([CH3:3])([NH:4][C:8]([CH2:9][CH2:10][CH2:11][CH2:12][CH3:13])=[O:14])[C:5]([OH:6])=[O:7]. Starting materials: COc1ccc(P2(=S)SP(=S)(c3ccc(OC)cc3)S2)cc1, O=C1CCCCC(CCc2nc3cc(-c4ccc(S(=O)(=O)N5CCC5)cc4)cnc3[nH]2)N1. Yields the product O=S(=O)(c1ccc(-c2cnc3[nH]c(CCC4CCCCC(=S)N4)nc3c2)cc1)N1CCC1. RXN SMILES: [CH3:33][O:34][c:35]1[cH:36][cH:37][c:38]([P:39]2(=[S:42])[S:40][P:41]([c:43]3[cH:44][cH:45][c:46]([O:47][CH3:48])[cH:49][cH:50]3)(=[S:51])[S:52]2)[cH:53][cH:54]1.[N:1]1([S:5](=[O:6])(=[O:7])[c:8]2[cH:9][cH:10][c:11](-[c:14]3[cH:15][c:16]4[c:17]([n:18][cH:19]3)[nH:20][c:21]([CH2:23][CH2:24][CH:25]3[CH2:26][CH2:27][CH2:28][CH2:29][C:30](=[O:32])[NH:31]3)[n:22]4)[cH:12][cH:13]2)[CH2:2][CH2:3][CH2:4]1>>[N:1]1([S:5](=[O:6])(=[O:7])[c:8]2[cH:9][cH:10][c:11](-[c:14]3[cH:15][c:16]4[c:17]([n:18][cH:19]3)[nH:20][c:21]([CH2:23][CH2:24][CH:25]3[CH2:26][CH2:27][CH2:28][CH2:29][C:30](=[S:42])[NH:31]3)[n:22]4)[cH:12][cH:13]2)[CH2:2][CH2:3][CH2:4]1.